This data is from the Open Reaction Database (ORD), a public repository of structured organic reaction records. The task is: describe an organic reaction: reactants, conditions, products, and yield Starting materials: BrC=1C=CC(=C(C1)C=C1C(C(OC1(C)C)(C)C)=O)F (4-[1-(5-bromo-2-fluorophenyl)-methylidene]-2,2,5,5-tetramethyldihydrofuran-3-one), OO (hydrogen peroxide), [OH-].[Li+] (lithium hydroxide). The solvent is CO (methanol). Reaction conditions: time 1 hour. Yields the product BrC=1C=CC(=C(C1)C1OC12C(OC(C2=O)(C)C)(C)C)F (2-(5-bromo-2-fluorophenyl)-4,4,6,6-tetramethyl-1,5-dioxaspiro[2.4]heptan-7-one). The yield is 66.3%. As a reaction SMILES: [Br:1][C:2]1[CH:3]=[CH:4][C:5]([F:19])=[C:6]([CH:8]=[C:9]2[C:13]([CH3:15])([CH3:14])[O:12][C:11]([CH3:17])([CH3:16])[C:10]2=[O:18])[CH:7]=1.[OH:20]O.[OH-].[Li+]>CO>[Br:1][C:2]1[CH:3]=[CH:4][C:5]([F:19])=[C:6]([CH:8]2[C:9]3([C:10](=[O:18])[C:11]([CH3:17])([CH3:16])[O:12][C:13]3([CH3:14])[CH3:15])[O:20]2)[CH:7]=1 |f:2.3|. Reported procedure: To a solution of 4-[1-(5-bromo-2-fluorophenyl)-methylidene]-2,2,5,5-tetramethyldihydrofuran-3-one (9.30 g, 29.00 mmol) in methanol (280 ml) at 35° C. is added 50% aqueous hydrogen peroxide (3.36 ml, 50.40 mmol), followed immediately by 2M aqueous lithium hydroxide (3.68 ml, 7.36 mmol). Stirring is continued at this temperature for 1 hour, then the reaction mixture is allowed to cool to room temperature, then quenched with saturated sodium metabisulfite (100 ml) and extracted with ether (×3). Org... Starting materials: [N+](=O)([O-])C=1C=C(C=O)C=CC1 (m-nitrobenzaldehyde), [N+](=O)([O-])C(C1=CC=CC=C1)Br (nitrobenzylbromide), C1(C=2C(C(N1)=O)=CC=CC2)=O.[K] (potassium phthalimide). Yields the product [N+](=O)([O-])C=1C=C(CN2C(C=3C(C2=O)=CC=CC3)=O)C=CC1 (N-(m-nitrobenzyl)-phthalimide). RXN SMILES: [N+:1]([C:4]1[CH:5]=[C:6]([CH:9]=[CH:10][CH:11]=1)[CH:7]=O)([O-:3])=[O:2].[N+](C(Br)C1C=CC=CC=1)([O-])=O.[C:23]1(=[O:33])[NH:27][C:26](=[O:28])[C:25]2=[CH:29][CH:30]=[CH:31][CH:32]=[C:24]12.[K]>>[N+:1]([C:4]1[CH:5]=[C:6]([CH:9]=[CH:10][CH:11]=1)[CH2:7][N:27]1[C:26](=[O:28])[C:25]2=[CH:29][CH:30]=[CH:31][CH:32]=[C:24]2[C:23]1=[O:33])([O-:3])=[O:2] |f:2.3,^1:33|. Procedure: A process wherein from m-nitrobenzaldehyde is derived nitrobenzylbromide, which is then reacted with potassium phthalimide to obtain N-(m-nitrobenzyl)-phthalimide which is then subjected to a two-stage reduction to obtain m-aminobenzylamine (yield: Ca. 20%) (N. Kornblum et al., J.Am. Chem. Co., 71, 2137(1949)). Starting materials: O=C1NN=C(C=C1)C1=CC=C(C=O)C=C1 (4-(2,3-dihydro-3-oxo-6-pyridazinyl) benzaldehyde), [Cl-].[PH4+] (phosphonium chloride), CN(C=O)C (N,N-dimethylformamide), CN(C=O)C (N,N-dimethylformamide), CC(C)([O-])C.[K+] (potassium tert-butoxide), O (water). Run at temperature -50 celsius, time 2 hour. Yields the product O=C1NN=C(C=C1)C1=CC=C(C=C1)/C=C/CC(=O)O ((E)-4-(4-(2,3-dihydro-3-oxo-6-pyridazinyl)phenyl)-3-butenoic acid). Isolated yield 39.0%. As a reaction SMILES: [O:1]=[C:2]1[CH:7]=[CH:6][C:5]([C:8]2[CH:15]=[CH:14][C:11]([CH:12]=O)=[CH:10][CH:9]=2)=[N:4][NH:3]1.[Cl-].[PH4+].CN(C)[CH:20]=[O:21].[CH3:23][C:24](C)([O-])C.[K+].[OH2:29]>>[O:1]=[C:2]1[CH:7]=[CH:6][C:5]([C:8]2[CH:15]=[CH:14][C:11](/[CH:12]=[CH:23]/[CH2:24][C:20]([OH:21])=[O:29])=[CH:10][CH:9]=2)=[N:4][NH:3]1 |f:1.2,4.5|. Procedure details: A mixture of 3.00 g of 4-(2,3-dihydro-3-oxo-6-pyridazinyl) benzaldehyde, 6.12 g of β-ethoxyethyltriphneyl phosphonium chloride and 50 ml of N,N-dimethylformamide was cooled to -50° C. and stirred. 20 ml of an N,N-dimethylformamide solution of 5.55 g of potassium tert-butoxide was dropped and the temperature was gradually raised to 0° C. After 2 hours, the temperature was elevated to a room temperature and stirring was conducted for further 10 hours. Iced water was added and the aqueous layer was... Reactants: ClC1=NC=CC(=C1)COC1OCCCC1 (2-chloro-4-((tetrahydro-2H-pyran-2-yloxy)methyl)pyridine), N1CCNCC1 (piperazine). Solvent: CCN(C(C)C)C(C)C (DIEA), O (H2O). The product is O1C(CCCC1)OCC1=CC(=NC=C1)N1CCNCC1 (1-(4-((tetrahydro-2H-pyran-2-yloxy)methyl)pyridin-2-yl) piperazine). Yield: 80.2%. As a reaction SMILES: Cl[C:2]1[CH:7]=[C:6]([CH2:8][O:9][CH:10]2[CH2:15][CH2:14][CH2:13][CH2:12][O:11]2)[CH:5]=[CH:4][N:3]=1.[NH:16]1[CH2:21][CH2:20][NH:19][CH2:18][CH2:17]1>CCN(C(C)C)C(C)C.O>[O:11]1[CH2:12][CH2:13][CH2:14][CH2:15][CH:10]1[O:9][CH2:8][C:6]1[CH:5]=[CH:4][N:3]=[C:2]([N:16]2[CH2:21][CH2:20][NH:19][CH2:18][CH2:17]2)[CH:7]=1. Procedure: A solution of 2-chloro-4-((tetrahydro-2H-pyran-2-yloxy)methyl)pyridine (8.7 g, 38.2 mmol) and piperazine (16.4 g, 191 mmol) in DIEA (30 mL) was heated at 150° C. for 48 h. The reaction mixture was diluted with H2O (1000 mL), and the solution was extracted with DCM/MeOH (10/1, 3×400 mL). The combined organic layers were washed with H2O (100 mL), and brine (100 mL), dried over Na2SO4, filtered and concentrated. The residue was purified by silica gel column chromatography (DCM:MeOH=15:1) to afford ... Reactants: CO, COC(=O)C=C(C)C=CCC(C)CCCC(C)C, [Na+], [OH-], O. Yields the product CC(C=CCC(C)CCCC(C)C)=CC(=O)O. As a reaction SMILES: [CH3:19][OH:20].[CH3:1][C:2](=[CH:3][C:4](=[O:5])[O:6][CH3:7])[CH:8]=[CH:9][CH2:10][CH:11]([CH2:12][CH2:13][CH2:14][CH:15]([CH3:16])[CH3:17])[CH3:18].[Na+:22].[OH-:21].[OH2:23]>>[CH3:1][C:2](=[CH:3][C:4](=[O:5])[OH:6])[CH:8]=[CH:9][CH2:10][CH:11]([CH2:12][CH2:13][CH2:14][CH:15]([CH3:16])[CH3:17])[CH3:18]. Reaction SMILES: [Cl:1][C:2]1[N:10]=[C:9]2[C:5]([N:6]=[C:7]([CH:12]=O)[N:8]2[CH3:11])=[C:4]([N:14]2[CH2:19][CH2:18][O:17][CH2:16][CH2:15]2)[N:3]=1.[CH3:20][S:21]([N:24]1[CH2:29][C@@H:28]2[CH2:30][C@H:25]1[CH2:26][NH:27]2)(=[O:23])=[O:22].C(O[BH-](OC(=O)C)OC(=O)C)(=O)C.[Na+]>ClCCCl>[Cl:1][C:2]1[N:10]=[C:9]2[C:5]([N:6]=[C:7]([CH2:12][N:27]3[CH2:26][C@@H:25]4[CH2:30][C@H:28]3[CH2:29][N:24]4[S:21]([CH3:20])(=[O:23])=[O:22])[N:8]2[CH3:11])=[C:4]([N:14]2[CH2:19][CH2:18][O:17][CH2:16][CH2:15]2)[N:3]=1 |f:2.3|. Run in ClCCCl (DCE). Reported procedure: A solution of 2-chloro-9-methyl-6-morpholin-4-yl-9H-purine-8-carbaldehyde (227 mg, 0.81 mmol), (1S,4S)-2-methanesulfonyl-2,5-diazabicyclo[2.2.1]heptane (170 mg, 0.97 mmol) and molecular sieves (4 Å, powdered, 1 g) in DCE (12 mL) was stirred at ambient temperature for 3 h. Sodium triacetoxyborohydride (255 mg, 1.20 mmol) was added and the mixture stirred for 17 h, then loaded onto an Isolute® SCX-2 cartridge (25 g). The cartridge was then washed with methanol and the desired product was subsequen... Conditions: time 17 hour. Starting materials: ClC1=NC(=C2N=C(N(C2=N1)C)C=O)N1CCOCC1 (2-chloro-9-methyl-6-morpholin-4-yl-9H-purine-8-carbaldehyde), CS(=O)(=O)N1[C@@H]2CN[C@H](C1)C2 ((1S,4S)-2-methanesulfonyl-2,5-diazabicyclo[2.2.1]heptane), C(C)(=O)O[BH-](OC(C)=O)OC(C)=O.[Na+] (Sodium triacetoxyborohydride). Product: ClC1=NC(=C2N=C(N(C2=N1)C)CN1[C@@H]2CN([C@H](C1)C2)S(=O)(=O)C)N2CCOCC2 (2-Chloro-8-((1S,4S)-5-methanesulfonyl-2,5-diazabicyclo[2.2.1]hept-2-ylmethyl)-9-methyl-6-morpholin-4-yl-9H-purine). Yield: 97.8%. The solvent is CO (methanol). Reactants: FC1=CC(=C(C=C1OCCCN1CCCCC1)N)[N+](=O)[O-] (4-fluoro-2-nitro-5-(3-piperidin-1-ylpropoxy)-phenylamine), [H][H] (hydrogen). Reagents/catalysts: [Pd] (palladium-on-charcoal). Isolated yield 100.1%. Procedure: 200 mg of 4-fluoro-2-nitro-5-(3-piperidin-1-ylpropoxy)-phenylamine in solution in 15 mL of methanol are hydrogenated under 1 bar of hydrogen pressure in the presence of 20 mg of palladium-on-charcoal at 25° C. for 10 hours. The reaction crude is filtered through celite and the filtrate is concentrated under vacuum in a rotary evaporator. 180 mg of 4-fluoro-5-(3-piperidin-1-ylpropoxy)benzene-1,2-diamine are obtained in the form of a black oil. The product is used without any other purification. Yields the product FC=1C=C(C(=CC1OCCCN1CCCCC1)N)N (4-fluoro-5-(3-piperidin-1-ylpropoxy)benzene-1,2-diamine). RXN SMILES: [F:1][C:2]1[C:7]([O:8][CH2:9][CH2:10][CH2:11][N:12]2[CH2:17][CH2:16][CH2:15][CH2:14][CH2:13]2)=[CH:6][C:5]([NH2:18])=[C:4]([N+:19]([O-])=O)[CH:3]=1.[H][H]>CO.[Pd]>[F:1][C:2]1[CH:3]=[C:4]([NH2:19])[C:5]([NH2:18])=[CH:6][C:7]=1[O:8][CH2:9][CH2:10][CH2:11][N:12]1[CH2:17][CH2:16][CH2:15][CH2:14][CH2:13]1.